Task: describe an organic reaction: reactants, conditions, products, and yield. Dataset: the Open Reaction Database (ORD), a public repository of structured organic reaction records The reactants are COC(=O)CC1(C)C(=O)N(C)c2ccc(OC)cc21, CO, [Na+], [OH-]. The product is COc1ccc2c(c1)C(C)(CC(=O)O)C(=O)N2C. As a reaction SMILES: [CH3:1][O:2][C:3]([CH2:4][C:5]1([CH3:18])[C:6](=[O:17])[N:7]([CH3:16])[c:8]2[cH:9][cH:10][c:11]([O:14][CH3:15])[cH:12][c:13]21)=[O:19].[CH3:22][OH:23].[Na+:21].[OH-:20]>>[O:2]=[C:3]([CH2:4][C:5]1([CH3:18])[C:6](=[O:17])[N:7]([CH3:16])[c:8]2[cH:9][cH:10][c:11]([O:14][CH3:15])[cH:12][c:13]21)[OH:19]. The reactants are C(C1=CC=CC=C1)OC([C@H](C1=CC=C(C=C1)OCCOC1CCCCC1)N)=O ((S)-alpha-amino-4-[[2-(cyclohexyloxy)ethyl]oxy]benzeneacetic acid benzyl ester), [H][H] (hydrogen). The reagents and catalysts are [Pd] (Pd/C). The solvent is CO (methanol), CO (methanol). Yields the product N[C@H](C(=O)O)C1=CC=C(C=C1)OCCOC1CCCCC1 ((S)-alpha-amino-4-[[2(cyclohexyloxy)ethyl]oxy]benzeneacetic acid). The yield is 68.0%. Reaction SMILES: C([O:8][C:9](=[O:28])[C@@H:10]([NH2:27])[C:11]1[CH:16]=[CH:15][C:14]([O:17][CH2:18][CH2:19][O:20][CH:21]2[CH2:26][CH2:25][CH2:24][CH2:23][CH2:22]2)=[CH:13][CH:12]=1)C1C=CC=CC=1.[H][H]>CO.[Pd]>[NH2:27][C@@H:10]([C:11]1[CH:16]=[CH:15][C:14]([O:17][CH2:18][CH2:19][O:20][CH:21]2[CH2:26][CH2:25][CH2:24][CH2:23][CH2:22]2)=[CH:13][CH:12]=1)[C:9]([OH:28])=[O:8]. Procedure: A solution of (S)-alpha-amino-N-[[(1,1 -dimethyethyl)oxy]carbonyl]-4-[[2-(cyclohexyloxy) ethyl]oxy]benzeneacetic acid benzyl ester (2.15 g) in dichloromethane (15 mL) containing trifluoroacetic acid (15 mL) was stirred at room temperature for 1 hour. After the solvents were removed under reduced pressure, the residue was dissolved in ethyl acetate and the mixture was basified to ~pH 9.5 with concentrated ammonium hydroxide. The organic layer was washed in turn with ammonium bicarbonate solution ... Reactants: CC(=O)OC(C(=O)Nc1ccc(C(=O)N2Cc3cccn3Cc3ccccc32)cc1)c1ccccc1, CO, [Na+], [OH-], O. The product is O=C(Nc1ccc(C(=O)N2Cc3cccn3Cc3ccccc32)cc1)C(O)c1ccccc1. As a reaction SMILES: [C:1](=[O:2])([CH3:3])[O:4][CH:5]([C:6](=[O:7])[NH:8][c:9]1[cH:10][cH:11][c:12]([C:15](=[O:16])[N:17]2[CH2:18][c:19]3[n:20]([cH:28][cH:29][cH:30]3)[CH2:21][c:22]3[c:23]2[cH:24][cH:25][cH:26][cH:27]3)[cH:13][cH:14]1)[c:31]1[cH:32][cH:33][cH:34][cH:35][cH:36]1.[CH3:39][OH:40].[Na+:38].[OH-:37].[OH2:41]>>[OH:4][CH:5]([C:6](=[O:7])[NH:8][c:9]1[cH:10][cH:11][c:12]([C:15](=[O:16])[N:17]2[CH2:18][c:19]3[n:20]([cH:28][cH:29][cH:30]3)[CH2:21][c:22]3[c:23]2[cH:24][cH:25][cH:26][cH:27]3)[cH:13][cH:14]1)[c:31]1[cH:32][cH:33][cH:34][cH:35][cH:36]1. Starting materials: C(C=C)N1C(C(=C(C2=CC=CN=C12)O)C1=NS(C2=C(N1)C=CC=C2)(=O)=O)=O (1-allyl-3-(1,1-dioxido-4H-1,2,4-benzothiadiazin-3-yl)-4-hydroxy-1,8-naphthyridin-2(1H)-one), C[N+]1(CCOCC1)[O-] (N-methylmorpholine N-oxide), C1CCOC1 (THF), O (water), S([O-])(O)=O.[Na+] (sodium bisulfite), O (water). Reagents/catalysts: [Os](=O)(=O)(=O)=O (osmium tetroxide). The product is OC(CN1C(C(=C(C2=CC=CN=C12)O)C1=NS(C2=C(N1)C=CC=C2)(=O)=O)=O)CO (1-(2,3-dihydroxypropyl)-3-(1,1-dioxido-4H-1,2,4-benzothiadiazin-3-yl)-4-hydroxy-1,8-naphthyridin-2(1H)-one), solid. The yield is 93.0%. RXN SMILES: [CH2:1]([N:4]1[C:13]2[C:8](=[CH:9][CH:10]=[CH:11][N:12]=2)[C:7]([OH:14])=[C:6]([C:15]2[NH:20][C:19]3[CH:21]=[CH:22][CH:23]=[CH:24][C:18]=3[S:17](=[O:26])(=[O:25])[N:16]=2)[C:5]1=[O:27])[CH:2]=[CH2:3].C[N+]1([O-])CC[O:32]CC1.C1COCC1.S(=O)(O)[O-].[Na+].[OH2:46]>[Os](=O)(=O)(=O)=O>[OH:46][CH:2]([CH2:3][OH:32])[CH2:1][N:4]1[C:13]2[C:8](=[CH:9][CH:10]=[CH:11][N:12]=2)[C:7]([OH:14])=[C:6]([C:15]2[NH:20][C:19]3[CH:21]=[CH:22][CH:23]=[CH:24][C:18]=3[S:17](=[O:25])(=[O:26])[N:16]=2)[C:5]1=[O:27] |f:3.4|. Reported procedure: The product of Example 55B (1.08 g, 0.028 mol) was reacted with osmium tetroxide (0.0007 mol) and N-methylmorpholine N-oxide (4.96 g, 0.043 mol) in a 1:1 mixture of water and THF (50 mL) at room temperature for 18 hours. The reaction mixture was treated with sodium bisulfite and diluted with water. The product precipitated from the aqueous mixture and was collected by vacuum filtration to give the title compound as a a white solid (1.09 g, 93%). MS (DCI/NH3) m/z 417 (M+H)+; 1H NMR (300 MHz, DMSO... The reactants are BrCc1ccccc1, C1CCOC1, COC(=O)c1ccc(-c2n[nH]c3ccccc23)o1, [H-], [Na+]. Yields the product COC(=O)c1ccc(-c2nn(Cc3ccccc3)c3ccccc23)o1. Reaction SMILES: [Br:19][CH2:20][c:21]1[cH:22][cH:23][cH:24][cH:25][cH:26]1.[CH2:29]1[O:30][CH2:31][CH2:32][CH2:33]1.[CH3:1][O:2][C:3](=[O:4])[c:5]1[cH:6][cH:7][c:8](-[c:10]2[n:11][nH:12][c:13]3[cH:14][cH:15][cH:16][cH:17][c:18]23)[o:9]1.[H-:27].[Na+:28]>>[CH3:1][O:2][C:3](=[O:4])[c:5]1[cH:6][cH:7][c:8](-[c:10]2[n:11][n:12]([CH2:20][c:21]3[cH:22][cH:23][cH:24][cH:25][cH:26]3)[c:13]3[cH:14][cH:15][cH:16][cH:17][c:18]23)[o:9]1.